Dataset: the Open Reaction Database (ORD), a public repository of structured organic reaction records. Task: describe an organic reaction: reactants, conditions, products, and yield Starting materials: C(C)OC(=S)Cl (Ethylchlorothioformate), NC=1C=C(C=C(C1)C(F)(F)F)NC1=NC=2N(CC(N(C2C=N1)C)=O)C(C)C (2-(3-Amino-5-trifluoromethyl-phenylamino)-8-isopropyl-5-methyl-7,8-dihydro-5H-pteridin-6-one), O (Water). Run in N1=CC=CC=C1 (Pyridine). Yields the product C(C)OC(NC1=CC(=CC(=C1)C(F)(F)F)NC1=NC=2N(CC(N(C2C=N1)C)=O)C(C)C)=S ([3-(8-Isopropyl-5-methyl-6-oxo-5,6,7,8-tetrahydro-pteridin-2-ylamino)-5-trifluoromethyl-phenyl]-thiocarbamic acid ethyl ester). Isolated yield 68.0%. As a reaction SMILES: [CH2:1]([O:3][C:4](Cl)=[S:5])[CH3:2].[NH2:7][C:8]1[CH:9]=[C:10]([NH:18][C:19]2[N:28]=[CH:27][C:26]3[N:25]([CH3:29])[C:24](=[O:30])[CH2:23][N:22]([CH:31]([CH3:33])[CH3:32])[C:21]=3[N:20]=2)[CH:11]=[C:12]([C:14]([F:17])([F:16])[F:15])[CH:13]=1.O>N1C=CC=CC=1>[CH2:1]([O:3][C:4](=[S:5])[NH:7][C:8]1[CH:13]=[C:12]([C:14]([F:16])([F:17])[F:15])[CH:11]=[C:10]([NH:18][C:19]2[N:28]=[CH:27][C:26]3[N:25]([CH3:29])[C:24](=[O:30])[CH2:23][N:22]([CH:31]([CH3:33])[CH3:32])[C:21]=3[N:20]=2)[CH:9]=1)[CH3:2]. Reported procedure: Ethylchlorothioformate (0.754 ml; 7.230 mmol) was added dropwise to a cooled (0° C.) suspension of 2-(3-Amino-5-trifluoromethyl-phenylamino)-8-isopropyl-5-methyl-7,8-dihydro-5H-pteridin-6-one (2.5 g; 6.573 mmol) in 10 ml of dry Pyridine. The reaction mixture was allowed to reach room temperature and maintained at that temperature 2 h. Water was added to the reaction mixture and the precipitated formed was filtered washed with water and dried in vacuo. 2.1 g (4.48 mmol; 68% yield) of a yellow pow... Starting materials: COCCO, COC(=O)c1ccccc1-n1c(CCl)nc2ccccc2c1=O, NCCc1ccccc1. Yields the product O=C1c2ccccc2-n2c(nc3ccccc3c2=O)CN1CCc1ccccc1. As a reaction SMILES: [CH3:33][O:34][CH2:35][CH2:36][OH:37].[Cl:1][CH2:2][c:3]1[n:4][c:5]2[cH:6][cH:7][cH:8][cH:9][c:10]2[c:11](=[O:23])[n:12]1-[c:13]1[c:14]([C:19](=[O:20])[O:21][CH3:22])[cH:15][cH:16][cH:17][cH:18]1.[NH2:24][CH2:25][CH2:26][c:27]1[cH:28][cH:29][cH:30][cH:31][cH:32]1>>[CH2:2]1[c:3]2[n:4][c:5]3[cH:6][cH:7][cH:8][cH:9][c:10]3[c:11](=[O:23])[n:12]2-[c:13]2[c:14]([cH:15][cH:16][cH:17][cH:18]2)[C:19](=[O:20])[N:24]1[CH2:25][CH2:26][c:27]1[cH:28][cH:29][cH:30][cH:31][cH:32]1. Starting materials: CC=1C=CN2N=C(N(C(C21)=O)C2=CC=CC=C2)[C@H](C)NC=2C1=C(N=CN2)N(C=C1C1=CC(=C2C=CNC2=C1)NS(=O)(=O)C)COCC[Si](C)(C)C ((S)—N-(6-(4-((1-(5-Methyl-4-oxo-3-phenyl-3,4-dihydropyrrolo[2,1-f][1,2,4]triazin-2-yl)ethyl)amino)-7-((2-(trimethylsilyl)ethoxy)methyl)-7H-pyrrolo[2,3-d]pyrimidin-5-yl)-1H-indol-4-yl)methanesulfonamide), FC(C(=O)O)(F)F (trifluoroacetic acid), N (ammonia). The product is CC=1C=CN2N=C(N(C(C21)=O)C2=CC=CC=C2)[C@H](C)NC=2C1=C(N=CN2)NC=C1C1=CC(=C2C=CNC2=C1)NS(=O)(=O)C ((S)—N-(6-(4-((1-(5-Methyl-4-oxo-3-phenyl-3,4-dihydropyrrolo[2,1-f][1,2,4]triazin-2-yl)ethyl)amino)-7H-pyrrolo[2,3-d]pyrimidin-5-yl)-1H-indol-4-yl)methanesulfonamide). The yield is 57.3%. Reaction SMILES: [CH3:1][C:2]1[CH:3]=[CH:4][N:5]2[C:10]=1[C:9](=[O:11])[N:8]([C:12]1[CH:17]=[CH:16][CH:15]=[CH:14][CH:13]=1)[C:7]([C@@H:18]([NH:20][C:21]1[C:22]3[C:29]([C:30]4[CH:38]=[C:37]5[C:33]([CH:34]=[CH:35][NH:36]5)=[C:32]([NH:39][S:40]([CH3:43])(=[O:42])=[O:41])[CH:31]=4)=[CH:28][N:27](COCC[Si](C)(C)C)[C:23]=3[N:24]=[CH:25][N:26]=1)[CH3:19])=[N:6]2.FC(F)(F)C(O)=O.N>>[CH3:1][C:2]1[CH:3]=[CH:4][N:5]2[C:10]=1[C:9](=[O:11])[N:8]([C:12]1[CH:17]=[CH:16][CH:15]=[CH:14][CH:13]=1)[C:7]([C@@H:18]([NH:20][C:21]1[C:22]3[C:29]([C:30]4[CH:38]=[C:37]5[C:33]([CH:34]=[CH:35][NH:36]5)=[C:32]([NH:39][S:40]([CH3:43])(=[O:42])=[O:41])[CH:31]=4)=[CH:28][NH:27][C:23]=3[N:24]=[CH:25][N:26]=1)[CH3:19])=[N:6]2. Procedure: (S)—N-(6-(4-((1-(5-Methyl-4-oxo-3-phenyl-3,4-dihydropyrrolo[2,1-f][1,2,4]triazin-2-yl)ethyl)amino)-7-((2-(trimethylsilyl)ethoxy)methyl)-7H-pyrrolo[2,3-d]pyrimidin-5-yl)-1H-indol-4-yl)methanesulfonamide (37 mg, 0.05 mmol) was treated with trifluoroacetic acid (1 ml, 13 mmol) and a solution of ammonia (7N in methanol, 1 ml, 7 mmol) according to the method described in Example 27 to give 17 mg (53% yield) of the title compound. Purity 95%. LRMS (m/z): 594 (M+1)+. The reactants are O (water), COC=1C=C(C=CC1OC)CCC#N (3-(3,4-dimethoxyphenyl)propanenitrile), C(C)(=O)[O-].[Na+] (sodium acetate), BrBr (dibromine). Solvent: C(C)(=O)O (acetic acid), C(C)(=O)O (acetic acid). Run at time 8 hour. Product: BrC1=C(C=C(C(=C1)OC)OC)CCC#N (3-(2-bromo-4,5-dimethoxyphenyl)propanenitrile). Isolated yield 65.1%. RXN SMILES: [CH3:1][O:2][C:3]1[CH:4]=[C:5]([CH2:11][CH2:12][C:13]#[N:14])[CH:6]=[CH:7][C:8]=1[O:9][CH3:10].C([O-])(=O)C.[Na+].[Br:20]Br.O>C(O)(=O)C>[Br:20][C:6]1[CH:7]=[C:8]([O:9][CH3:10])[C:3]([O:2][CH3:1])=[CH:4][C:5]=1[CH2:11][CH2:12][C:13]#[N:14] |f:1.2|. Reported procedure: To a mixture of 21 g of 3-(3,4-dimethoxyphenyl)propanenitrile, 10.3 g of sodium acetate and 400 mL of acetic acid there are added 20 g of dibromine in 50 mL of acetic acid. The resulting reaction mixture is stirred overnight and then poured into water and extracted with benzene. The organic phase is washed with aqueous sodium thiosulphate solution and then with water, dried over sodium sulphate and concentrated under reduced pressure. The crude reaction product is purified on a silica column (el...